Dataset: the Open Reaction Database (ORD), a public repository of structured organic reaction records. Task: describe an organic reaction: reactants, conditions, products, and yield Reactants: C(C(O)C(O)C(=O)[O-])(=O)[O-].[K+].[K+] (potassium tartarate), C[Si](CCOC(=O)N1C(CCCC1)CCOC1=C(C(NC2=CC(=C(C=C12)N)Cl)=O)C1=CC(=CC(=C1)C)C)(C)C (2-{2-[6-amino-7-chloro-3-(3,5-dimethylphenyl)-2-oxo-1,2-dihydroquinolin-4-yloxy]-ethyl}-piperidine-1-carboxylic acid 2-trimethylsilanylethyl ester), ClC(Cl)(OC(OC(Cl)(Cl)Cl)=O)Cl (triphosgene), [N-]=[N+]=[N-].[Al+3].[N-]=[N+]=[N-].[N-]=[N+]=[N-] (aluminum azide). The solvent is N1=CC=CC=C1 (pyridine), C(Cl)Cl (methylene chloride), O (water). Run at temperature 0 celsius, time 2 hour. Yields the product C[Si](CCOC(=O)N1C(CCCC1)CCOC1=C(C(NC2=CC(=C(C=C12)N1N=NNC1=O)Cl)=O)C1=CC(=CC(=C1)C)C)(C)C (2-{2-[7-chloro-3-(3,5-dimethylphenyl)-2-oxo-6-(5-oxo-4,5-dihydro-tetrazol-1-yl)-1,2-dihydro-quinolin-4-yloxy]-ethyl}-piperidine-1-carboxylic acid 2-trimethylsilanylethyl ester). Yield: 206.3%. Reaction SMILES: [CH3:1][Si:2]([CH3:39])([CH3:38])[CH2:3][CH2:4][O:5][C:6]([N:8]1[CH2:13][CH2:12][CH2:11][CH2:10][CH:9]1[CH2:14][CH2:15][O:16][C:17]1[C:26]2[C:21](=[CH:22][C:23]([Cl:28])=[C:24]([NH2:27])[CH:25]=2)[NH:20][C:19](=[O:29])[C:18]=1[C:30]1[CH:35]=[C:34]([CH3:36])[CH:33]=[C:32]([CH3:37])[CH:31]=1)=[O:7].ClC(Cl)(O[C:44](=[O:50])OC(Cl)(Cl)Cl)Cl.[N-:52]=[N+:53]=[N-:54].[Al+3].[N-]=[N+]=[N-].[N-]=[N+]=[N-].C([O-])(=O)C(C(C([O-])=O)O)O.[K+].[K+]>C(Cl)Cl.O.N1C=CC=CC=1>[CH3:39][Si:2]([CH3:38])([CH3:1])[CH2:3][CH2:4][O:5][C:6]([N:8]1[CH2:13][CH2:12][CH2:11][CH2:10][CH:9]1[CH2:14][CH2:15][O:16][C:17]1[C:26]2[C:21](=[CH:22][C:23]([Cl:28])=[C:24]([N:27]3[C:44](=[O:50])[NH:54][N:53]=[N:52]3)[CH:25]=2)[NH:20][C:19](=[O:29])[C:18]=1[C:30]1[CH:35]=[C:34]([CH3:36])[CH:33]=[C:32]([CH3:37])[CH:31]=1)=[O:7] |f:2.3.4.5,6.7.8|. Reported procedure: To a solution of 2-{2-[6-amino-7-chloro-3-(3,5-dimethylphenyl)-2-oxo-1,2-dihydroquinolin-4-yloxy]-ethyl}-piperidine-1-carboxylic acid 2-trimethylsilanylethyl ester (173 mg in 5 mL dry methylene chloride) at 0° C. was added triphosgene (36 mg) followed by 0.073 mL of pyridine and the mixture stirred for 2 hour at 0° C. At this time the reaction was quenched by the addition water, washed with brine, dried over sodium sulfate and concentrated in vacuo to give the crude isocyante. This was solvated ... Starting materials: ClC1=C(C=CC=C1Cl)NC1=C(C=NC=2N1N=CC2S(=O)(=O)N)C(=O)N2CCC(CC2)C2=CC=C(C=C2)F (7-(2,3-dichlorophenylamino)-6-[4-(4-fluorophenyl)piperidine-1-carbonyl]pyrazolo[1,5-a]pyrimidine-3-sulfonamide), C(C)(=O)O (acetic acid). Product: ClC1=C(C=CC=C1Cl)NC1=C(C=NC=2N1N=CC2S(=O)(=O)NC(C)=O)C(=O)N2CCC(CC2)C2=CC=C(C=C2)F (N-{7-(2,3-dichlorophenylamino)-6-[4-(4-fluorophenyl)piperidine-1-carbonyl]pyrazolo[1,5-a]pyrimidin-3-ylsulfonyl}acetamide). Yield: 61.2%. RXN SMILES: [Cl:1][C:2]1[C:7]([Cl:8])=[CH:6][CH:5]=[CH:4][C:3]=1[NH:9][C:10]1[N:15]2[N:16]=[CH:17][C:18]([S:19]([NH2:22])(=[O:21])=[O:20])=[C:14]2[N:13]=[CH:12][C:11]=1[C:23]([N:25]1[CH2:30][CH2:29][CH:28]([C:31]2[CH:36]=[CH:35][C:34]([F:37])=[CH:33][CH:32]=2)[CH2:27][CH2:26]1)=[O:24].[C:38](O)(=[O:40])[CH3:39]>>[Cl:1][C:2]1[C:7]([Cl:8])=[CH:6][CH:5]=[CH:4][C:3]=1[NH:9][C:10]1[N:15]2[N:16]=[CH:17][C:18]([S:19]([NH:22][C:38](=[O:40])[CH3:39])(=[O:21])=[O:20])=[C:14]2[N:13]=[CH:12][C:11]=1[C:23]([N:25]1[CH2:26][CH2:27][CH:28]([C:31]2[CH:32]=[CH:33][C:34]([F:37])=[CH:35][CH:36]=2)[CH2:29][CH2:30]1)=[O:24]. Reported procedure: Using 7-(2,3-dichlorophenylamino)-6-[4-(4-fluorophenyl)piperidine-1-carbonyl]pyrazolo[1,5-a]pyrimidine-3-sulfonamide (0.050 g, 0.089 mmol) obtained in step 5 and acetic acid (0.025 mL, 0.444 mmol) instead of cyclopropanecarboxylic acid, and in the same manner as in Example 1 step 6, the title compound (0.033 g, 61%) was obtained. Reactants: COc1ccccc1, Cc1ccccc1, COc1ccc(COc2ccccc2-c2cc(-c3cccc(C(=O)O)c3)c(C#N)c(N)n2)cc1, O, O=C(O)C(F)(F)F. The product is N#Cc1c(-c2cccc(C(=O)O)c2)cc(-c2ccccc2O)nc1N. RXN SMILES: [CH3:42][O:43][c:44]1[cH:45][cH:46][cH:47][cH:48][cH:49]1.[CH3:51][c:52]1[cH:53][cH:54][cH:55][cH:56][cH:57]1.[NH2:1][c:2]1[n:3][c:4](-[c:19]2[c:20]([O:25][CH2:26][c:27]3[cH:28][cH:29][c:30]([O:31][CH3:32])[cH:33][cH:34]3)[cH:21][cH:22][cH:23][cH:24]2)[cH:5][c:6](-[c:10]2[cH:11][c:12]([C:13](=[O:14])[OH:15])[cH:16][cH:17][cH:18]2)[c:7]1[C:8]#[N:9].[OH2:50].[OH:35][C:36]([C:37]([F:38])([F:39])[F:40])=[O:41]>>[NH2:1][c:2]1[n:3][c:4](-[c:19]2[c:20]([OH:25])[cH:21][cH:22][cH:23][cH:24]2)[cH:5][c:6](-[c:10]2[cH:11][c:12]([C:13](=[O:14])[OH:15])[cH:16][cH:17][cH:18]2)[c:7]1[C:8]#[N:9].